This data is from the Open Reaction Database (ORD), a public repository of structured organic reaction records. The task is: describe an organic reaction: reactants, conditions, products, and yield The reactants are C([O-])(O)=O.[Na+] (sodium bicarbonate), [N+](=O)([O-])C1=CC=C(C=C1)S(=O)(=O)Cl (4-Nitrobenzenesulfonyl chloride), OC1CN(CCC1)C(=O)OC(C)(C)C (tert-butyl 3-hydroxypiperidine-1-carboxylate), N1=CC=CC=C1 (pyridine). Solvent: C(Cl)Cl (methylene chloride). Reaction conditions: time 16 hour. Product: [N+](=O)([O-])C1=CC=C(C=C1)S(=O)(=O)OC1CN(CCC1)C(=O)OC(C)(C)C (tert-butyl 3-[(4-nitrophenyl)sulfonyloxy]piperidine-1-carboxylate). Yield: 88.2%. Reaction SMILES: [N+:1]([C:4]1[CH:9]=[CH:8][C:7]([S:10](Cl)(=[O:12])=[O:11])=[CH:6][CH:5]=1)([O-:3])=[O:2].[OH:14][CH:15]1[CH2:20][CH2:19][CH2:18][N:17]([C:21]([O:23][C:24]([CH3:27])([CH3:26])[CH3:25])=[O:22])[CH2:16]1.N1C=CC=CC=1.C(=O)(O)[O-].[Na+]>C(Cl)Cl>[N+:1]([C:4]1[CH:5]=[CH:6][C:7]([S:10]([O:14][CH:15]2[CH2:20][CH2:19][CH2:18][N:17]([C:21]([O:23][C:24]([CH3:27])([CH3:26])[CH3:25])=[O:22])[CH2:16]2)(=[O:12])=[O:11])=[CH:8][CH:9]=1)([O-:3])=[O:2] |f:3.4|. Procedure details: 4-Nitrobenzenesulfonyl chloride (4.4 g) was added to a stirred solution of tert-butyl 3-hydroxypiperidine-1-carboxylate (4.0 g) and pyridine (2.25 ml) in methylene chloride (80 ml) and stirred at ambient temperature for 16 hours. The reaction mixture was poured into saturated sodium bicarbonate solution. The organic layer was separated, washed with brine and dried over sodium sulfate. The solution was evaporated under vacuum and triturated with diethylether and filtered to remove undesired solid... The product is COCc1ccc(C=Cc2n[nH]c3ccccc23)c(NC(=O)c2sccc2C)c1. As a reaction SMILES: [CH3:34][OH:35].[OH:1][CH2:2][c:3]1[cH:4][cH:5][c:6]([CH:18]=[CH:19][c:20]2[n:21][nH:22][c:23]3[cH:24][cH:25][cH:26][cH:27][c:28]23)[c:7]([NH:9][C:10](=[O:11])[c:12]2[s:13][cH:14][cH:15][c:16]2[CH3:17])[cH:8]1.[S:29](=[O:30])(=[O:31])([OH:32])[OH:33]>>[O:1]([CH2:2][c:3]1[cH:4][cH:5][c:6]([CH:18]=[CH:19][c:20]2[n:21][nH:22][c:23]3[cH:24][cH:25][cH:26][cH:27][c:28]23)[c:7]([NH:9][C:10](=[O:11])[c:12]2[s:13][cH:14][cH:15][c:16]2[CH3:17])[cH:8]1)[CH3:34]. Reactants: CO, Cc1ccsc1C(=O)Nc1cc(CO)ccc1C=Cc1n[nH]c2ccccc12, O=S(=O)(O)O. Starting materials: Pd-127, C(C)(C)(C)O (tert-butyl alcohol), [F-].[Cs+] (cesium fluoride), BrC=1C(=NN(C1)C1(CN(C1)C1=C(C=C(C(=C1)F)C(=O)N[C@H](C(F)(F)F)C)F)CC#N)C(=O)OCC (ethyl 4-bromo-1-{3-(cyanomethyl)-1-[2,5-difluoro-4-({[(1S)-2,2,2-trifluoro-1-methylethyl]amino}carbonyl)phenyl]azetidin-3-yl}-1H-pyrazole-3-carboxylate), CC1=NNC=C1B1OC(C(O1)(C)C)(C)C (3-methyl-4-(4,4,5,5-tetramethyl-1,3,2-dioxaborolan-2-yl)-1H-pyrazole). Solvent: O (water), O (water), C(C)(=O)OCC (ethyl acetate). Run at temperature 85 celsius. Yields the product C(#N)CC1(CN(C1)C1=C(C=C(C(=C1)F)C(=O)N[C@H](C(F)(F)F)C)F)N1N=C(C(=C1)C=1C(=NNC1)C)C(=O)OCC (Ethyl 1-{3-(cyanomethyl)-1-[2,5-difluoro-4-({[(1S)-2,2,2-trifluoro-1-methylethyl]amino}carbonyl)phenyl]azetidin-3-yl}-3′-methyl-1H,1′H-4,4′-bipyrazole-3-carboxylate). Reaction SMILES: C(O)(C)(C)C.[F-].[Cs+].Br[C:9]1[C:10]([C:38]([O:40][CH2:41][CH3:42])=[O:39])=[N:11][N:12]([C:14]2([CH2:35][C:36]#[N:37])[CH2:17][N:16]([C:18]3[CH:23]=[C:22]([F:24])[C:21]([C:25]([NH:27][C@@H:28]([CH3:33])[C:29]([F:32])([F:31])[F:30])=[O:26])=[CH:20][C:19]=3[F:34])[CH2:15]2)[CH:13]=1.[CH3:43][C:44]1[C:48](B2OC(C)(C)C(C)(C)O2)=[CH:47][NH:46][N:45]=1>O.C(OCC)(=O)C>[C:36]([CH2:35][C:14]1([N:12]2[CH:13]=[C:9]([C:48]3[C:44]([CH3:43])=[N:45][NH:46][CH:47]=3)[C:10]([C:38]([O:40][CH2:41][CH3:42])=[O:39])=[N:11]2)[CH2:17][N:16]([C:18]2[CH:23]=[C:22]([F:24])[C:21]([C:25]([NH:27][C@@H:28]([CH3:33])[C:29]([F:32])([F:31])[F:30])=[O:26])=[CH:20][C:19]=2[F:34])[CH2:15]1)#[N:37] |f:1.2|. Procedure: To a microwave vial were charged with tert-butyl alcohol (1.2 mL), and water (1.2 mL), cesium fluoride (683 mg, 4.50 mmol), ethyl 4-bromo-1-{3-(cyanomethyl)-1-[2,5-difluoro-4-({[(1S)-2,2,2-trifluoro-1-methylethyl]amino}carbonyl)phenyl]azetidin-3-yl}-1H-pyrazole-3-carboxylate (725 mg, 1.28 mmol) and 3-methyl-4-(4,4,5,5-tetramethyl-1,3,2-dioxaborolan-2-yl)-1H-pyrazole (401 mg, 1.93 mmol), followed by Pd-127 (49 mg, 0.064 mmol) (from Johnson Mathew). The reaction mixture was heated at 85° C. for 48... Reactants: O=c1[nH]cc(Br)c(=O)[nH]1, CC(Cl)Cl, Fc1cccc(C(F)(F)F)c1CBr. Yields the product O=c1[nH]c(=O)n(Cc2c(F)cccc2C(F)(F)F)cc1Br. RXN SMILES: [Br:1][c:2]1[c:3](=[O:9])[nH:4][c:5](=[O:8])[nH:6][cH:7]1.[Cl:23][CH:24]([Cl:25])[CH3:26].[F:10][c:11]1[c:12]([CH2:13][Br:14])[c:15]([C:19]([F:20])([F:21])[F:22])[cH:16][cH:17][cH:18]1>>[Br:1][c:2]1[c:3](=[O:9])[nH:4][c:5](=[O:8])[n:6]([CH2:13][c:12]2[c:11]([F:10])[cH:18][cH:17][cH:16][c:15]2[C:19]([F:20])([F:21])[F:22])[cH:7]1. Starting materials: S1C=C(C=C1)C=O (thiophene-3-carbaldehyde), C(CO)O (ethylene glycol). The reagents and catalysts are C1(=CC=C(C=C1)S(=O)(=O)O)C (p-toluenesulfonic acid). Run in C1(=CC=CC=C1)C (toluene). Run at temperature 0 celsius. The product is S1C=C(C=C1)C1OCCO1 (2-(thiophen-3-yl)-1,3-dioxolane). Yield: 95.9%. Reaction SMILES: [S:1]1[CH:5]=[CH:4][C:3]([CH:6]=[O:7])=[CH:2]1.[CH2:8](O)[CH2:9][OH:10]>C1(C)C=CC=CC=1.C1(C)C=CC(S(O)(=O)=O)=CC=1>[S:1]1[CH:5]=[CH:4][C:3]([CH:6]2[O:10][CH2:9][CH2:8][O:7]2)=[CH:2]1. Reported procedure: To a solution of thiophene-3-carbaldehyde (25.00 g, 222.9 mmol) in toluene (250 ml) were added ethylene glycol (69.18 g, 1115 mmol) and p-toluenesulfonic acid (424.0 mg, 2.229 mmol). The mixture was heated under reflux for 4 hr while separating generated water using Dean-Stark trap. After cooling to 0° C., saturated aqueous sodium hydrogen carbonate solution (50 ml) was added, and the mixture was stirred, stood still and then partitioned. The aqueous layer was extracted twice with ethyl acetate.... Reactants: C(C(F)(F)F)O (trifluoroethanol), CC1=CC=C(C=C1)S(=O)(=O)OCCOCCOCCOCCOCCOCCOCC1=CC=CC=C1 (19-Phenyl-3,6,9,12,15,18-hexaoxanonadec-1-yl 4-methylbenzenesulfonate), [H-].[Na+] (sodium hydride). Run in O1CCCC1 (tetrahydrofuran). Reaction conditions: temperature 20 celsius, time 24 hour. Product: FC(COCCOCCOCCOCCOCCOCCOCC1=CC=CC=C1)(F)F (22,22,22-Trifluoro-1-phenyl-2,5,8,11,14,17,20-heptaoxadocosane). The yield is 62.6%. Reaction SMILES: [CH2:1]([OH:6])[C:2]([F:5])([F:4])[F:3].[H-].[Na+].CC1C=CC(S(O[CH2:20][CH2:21][O:22][CH2:23][CH2:24][O:25][CH2:26][CH2:27][O:28][CH2:29][CH2:30][O:31][CH2:32][CH2:33][O:34][CH2:35][CH2:36][O:37][CH2:38][C:39]2[CH:44]=[CH:43][CH:42]=[CH:41][CH:40]=2)(=O)=O)=CC=1>O1CCCC1>[F:3][C:2]([F:5])([F:4])[CH2:1][O:6][CH2:20][CH2:21][O:22][CH2:23][CH2:24][O:25][CH2:26][CH2:27][O:28][CH2:29][CH2:30][O:31][CH2:32][CH2:33][O:34][CH2:35][CH2:36][O:37][CH2:38][C:39]1[CH:40]=[CH:41][CH:42]=[CH:43][CH:44]=1 |f:1.2|. Procedure details: To a stirred solution of trifluoroethanol (0.1 g) and sodium hydride (60% dispersion in mineral oil; (0.05 g) in tetrahydrofuran (10 ml) was added the product of step (b) (0.5 g) and the reaction stirred for 24 hours at 20° C. The reaction was quenched by the addition of methanol (5 ml) and the solvent removed in vacuo. The residue was partitioned between ethyl acetate (50 ml) and water (50 ml). The organic layer was washed with brine (50 ml), dried and the solvent removed in vacuo. Purification... Reactants: CN(S(=O)(=O)Cl)C (Dimethylsulfamoyl chloride), [C@H]1(CCC2=CC=CC=C12)NC1=NC2=CC=C(C=C2C=C1)N ((R)—N2-Indan-1-yl-quinoline-2,6-diamine), O (water). Run in N1=CC=CC=C1 (pyridine). Run at time 72 hour. Product: [C@H]1(CCC2=CC=CC=C12)NC1=NC2=CC=C(C=C2C=C1)NS(=O)(=O)N(C)C (N′-{2-[(1R)-2,3-dihydro-1H-inden-1-ylamino]quinolin-6-yl}-N,N-dimethylsulfamide). Isolated yield 43.0%. As a reaction SMILES: [C@H:1]1([NH:10][C:11]2[CH:20]=[CH:19][C:18]3[C:13](=[CH:14][CH:15]=[C:16]([NH2:21])[CH:17]=3)[N:12]=2)[C:9]2[C:4](=[CH:5][CH:6]=[CH:7][CH:8]=2)[CH2:3][CH2:2]1.[CH3:22][N:23]([CH3:28])[S:24](Cl)(=[O:26])=[O:25].O>N1C=CC=CC=1>[C@H:1]1([NH:10][C:11]2[CH:20]=[CH:19][C:18]3[C:13](=[CH:14][CH:15]=[C:16]([NH:21][S:24]([N:23]([CH3:28])[CH3:22])(=[O:26])=[O:25])[CH:17]=3)[N:12]=2)[C:9]2[C:4](=[CH:5][CH:6]=[CH:7][CH:8]=2)[CH2:3][CH2:2]1. Procedure: (R)—N2-Indan-1-yl-quinoline-2,6-diamine (0.05 g, 0.18 mmol) was dissolved in pyridine (1 mL). Dimethylsulfamoyl chloride (0.02 mL) was added and stirred for 72 h at ambient temperature. Then water was added and the mixture extracted with ethyl acetate. The combined organic phases were dried over sodium sulfate, filtered and evaporated. The residue was subjected to column chromatography (silica gel, heptane, ethyl acetate 4:1/1:1) to yield the title compound as a brown oil (30 mg, 43%); MS: m/e=3... Starting materials: CCN(Cc1ccc(C(=O)OC)cc1)Cc1ccc(C2COc3ccccc3O2)cc1, CO, CC(=O)O, [Li+], [OH-], O, O. Yields the product CCN(Cc1ccc(C(=O)O)cc1)Cc1ccc(C2COc3ccccc3O2)cc1. RXN SMILES: [CH3:1][O:2][C:3]([c:4]1[cH:5][cH:6][c:7]([CH2:10][N:11]([CH2:12][CH3:13])[CH2:14][c:15]2[cH:16][cH:17][c:18]([CH:21]3[CH2:22][O:23][c:24]4[c:25]([cH:27][cH:28][cH:29][cH:30]4)[O:26]3)[cH:19][cH:20]2)[cH:8][cH:9]1)=[O:31].[CH3:35][OH:36].[CH3:38][C:39](=[O:40])[OH:41].[Li+:33].[OH-:32].[OH2:34].[OH2:37]>>[O:2]=[C:3]([c:4]1[cH:5][cH:6][c:7]([CH2:10][N:11]([CH2:12][CH3:13])[CH2:14][c:15]2[cH:16][cH:17][c:18]([CH:21]3[CH2:22][O:23][c:24]4[c:25]([cH:27][cH:28][cH:29][cH:30]4)[O:26]3)[cH:19][cH:20]2)[cH:8][cH:9]1)[OH:31].